The task is: describe an organic reaction: reactants, conditions, products, and yield. This data is from the Open Reaction Database (ORD), a public repository of structured organic reaction records. The reactants are ClC1=C(C=C(C(=O)O)C=C1S(N)(=O)=O)S (4-Chloro-3-mercapto-5-sulfamylbenzoic acid), Cl (hydrochloric acid), C(C1=CC=CC=C1)Br (Benzyl bromide). The solvent is O (water), [OH-].[Na+] (sodium hydroxide). Run at time 18 hour. The product is C(C1=CC=CC=C1)SC=1C=C(C(=O)O)C=C(C1Cl)S(N)(=O)=O (3-benzylthio-4-chloro-5-sulfamylbenzoic acid). As a reaction SMILES: [Cl:1][C:2]1[C:10]([S:11](=[O:14])(=[O:13])[NH2:12])=[CH:9][C:5]([C:6]([OH:8])=[O:7])=[CH:4][C:3]=1[SH:15].[CH2:16](Br)[C:17]1[CH:22]=[CH:21][CH:20]=[CH:19][CH:18]=1.Cl>O.[OH-].[Na+]>[CH2:16]([S:15][C:3]1[CH:4]=[C:5]([CH:9]=[C:10]([S:11](=[O:14])(=[O:13])[NH2:12])[C:2]=1[Cl:1])[C:6]([OH:8])=[O:7])[C:17]1[CH:22]=[CH:21][CH:20]=[CH:19][CH:18]=1 |f:4.5|. Reported procedure: 4-Chloro-3-mercapto-5-sulfamylbenzoic acid (0.27 g) is dissolved in water (25 ml) by addition of 1 N sodium hydroxide until pH 8. Benzyl bromide (0.15) is added and the reaction mixture stirred for 18 hours. Addition of 4 N hydrochloric acid until pH 1.5 precipitates a crude material which is collected by filtration, washed with water, and recrystallized from aqueous ethanol to yield 3-benzylthio-4-chloro-5-sulfamylbenzoic acid with a melting point of 241° - 242.5°C. Reactants: O=P(Cl)(Cl)Cl (POCl3), CN1C(CC2=CC(=CC=C12)C)=O (1,5-dimethyl-1,3-dihydroindol-2-one), CN(C)C=O (DMF). The product is CN1C(=C(C2=CC(=CC=C12)C)C=O)Cl (1,5-Dimethyl-2-chloroindole-3-carbaldehyde). Yield: 78.0%. As a reaction SMILES: O=P(Cl)(Cl)[Cl:3].[CH3:6][N:7]1[C:15]2[C:10](=[CH:11][C:12]([CH3:16])=[CH:13][CH:14]=2)[CH2:9][C:8]1=O.CN([CH:21]=[O:22])C>>[CH3:6][N:7]1[C:15]2[C:10](=[CH:11][C:12]([CH3:16])=[CH:13][CH:14]=2)[C:9]([CH:21]=[O:22])=[C:8]1[Cl:3]. Procedure: Prepared from POCl3 (1.7 ml), DMF (1.6 ml), 1,5-dimethyl-1,3-dihydroindol-2-one (1.0 g) yielding (46) 1.0 g (78%). M.p. 120°-121° C. as crude product sufficiently pure for the next synthesis. Starting materials: CC(C)c1cn(-c2ccncc2)c(COCc2ccccc2)n1, Cc1ccccc1, Cl, O. Yields the product CC(C)c1cn(-c2ccncc2)c(CO)n1. Reaction SMILES: [CH2:1]([c:2]1[cH:3][cH:4][cH:5][cH:6][cH:7]1)[O:8][CH2:9][c:10]1[n:11](-[c:18]2[cH:19][cH:20][n:21][cH:22][cH:23]2)[cH:12][c:13]([CH:15]([CH3:16])[CH3:17])[n:14]1.[CH3:25][c:26]1[cH:27][cH:28][cH:29][cH:30][cH:31]1.[ClH:32].[OH2:24]>>[OH:8][CH2:9][c:10]1[n:11](-[c:18]2[cH:19][cH:20][n:21][cH:22][cH:23]2)[cH:12][c:13]([CH:15]([CH3:16])[CH3:17])[n:14]1. Starting materials: C#CCBr, CCOC(=O)C(CSCc1cccc(O)c1)NC(=O)Cn1cc(COc2ccc3nc(S(=O)(=O)NC(c4ccccc4)(c4ccc(OC)cc4)c4ccc(OC)cc4)sc3c2)nn1, [K+], [K+], O=C([O-])[O-], CN(C)C=O, O. The product is C#CCOc1cccc(CSCC(NC(=O)Cn2cc(COc3ccc4nc(S(=O)(=O)NC(c5ccccc5)(c5ccc(OC)cc5)c5ccc(OC)cc5)sc4c3)nn2)C(=O)OCC)c1. RXN SMILES: [Br:75][CH2:76][C:77]#[CH:78].[CH3:6][O:7][c:8]1[cH:9][cH:10][c:11]([C:14]([NH:15][S:16](=[O:17])(=[O:18])[c:19]2[s:20][c:21]3[c:22]([n:23]2)[cH:24][cH:25][c:26]([O:28][CH2:29][c:30]2[n:31][n:32][n:33]([CH2:35][C:36](=[O:37])[NH:38][CH:39]([C:40](=[O:41])[O:42][CH2:43][CH3:44])[CH2:45][S:46][CH2:47][c:48]4[cH:49][c:50]([OH:54])[cH:51][cH:52][cH:53]4)[cH:34]2)[cH:27]3)([c:55]2[cH:56][cH:57][cH:58][cH:59][cH:60]2)[c:61]2[cH:62][cH:63][c:64]([O:67][CH3:68])[cH:65][cH:66]2)[cH:12][cH:13]1.[K+:69].[K+:70].[O-:71][C:72]([O-:73])=[O:74].[O:1]=[CH:2][N:3]([CH3:4])[CH3:5].[OH2:79]>>[CH3:6][O:7][c:8]1[cH:9][cH:10][c:11]([C:14]([NH:15][S:16](=[O:17])(=[O:18])[c:19]2[s:20][c:21]3[c:22]([n:23]2)[cH:24][cH:25][c:26]([O:28][CH2:29][c:30]2[n:31][n:32][n:33]([CH2:35][C:36](=[O:37])[NH:38][CH:39]([C:40](=[O:41])[O:42][CH2:43][CH3:44])[CH2:45][S:46][CH2:47][c:48]4[cH:49][c:50]([O:54][CH2:78][C:77]#[CH:76])[cH:51][cH:52][cH:53]4)[cH:34]2)[cH:27]3)([c:55]2[cH:56][cH:57][cH:58][cH:59][cH:60]2)[c:61]2[cH:62][cH:63][c:64]([O:67][CH3:68])[cH:65][cH:66]2)[cH:12][cH:13]1. The reactants are CCOC(Cc1ccc(OCCCOc2ccc(C(=O)c3ccccc3)cc2)cc1)C(=O)O, CCOC(=O)C(Cc1ccc(O)c(Cl)c1)OCC. Yields the product CCOC(=O)C(Cc1ccc(OCCCOc2ccc(C(=O)c3ccccc3)cc2)c(Cl)c1)OCC. Reaction SMILES: [C:19]([c:20]1[cH:21][cH:22][cH:23][cH:24][cH:25]1)(=[O:26])[c:27]1[cH:28][cH:29][c:30]([O:31][CH2:32][CH2:33][CH2:34][O:35][c:36]2[cH:37][cH:38][c:39]([CH2:40][CH:41]([O:42][CH2:43][CH3:44])[C:45]([OH:46])=[O:47])[cH:48][cH:49]2)[cH:50][cH:51]1.[CH2:1]([CH3:2])[O:3][C:4]([CH:5]([CH2:6][c:7]1[cH:8][c:9]([Cl:14])[c:10]([OH:13])[cH:11][cH:12]1)[O:15][CH2:16][CH3:17])=[O:18]>>[CH2:1]([CH3:2])[O:3][C:4]([CH:5]([CH2:6][c:7]1[cH:8][c:9]([Cl:14])[c:10]([O:13][CH2:34][CH2:33][CH2:32][O:31][c:30]2[cH:29][cH:28][c:27]([C:19]([c:20]3[cH:21][cH:22][cH:23][cH:24][cH:25]3)=[O:26])[cH:51][cH:50]2)[cH:11][cH:12]1)[O:15][CH2:16][CH3:17])=[O:18]. The reactants are NC1=C(C=C(C=C1C#N)N1C=NC(=C1)C)C (2-amino-3-cyano-5-(4-methylimidazol-1-yl)toluene), [H-].C(C(C)C)[Al+]CC(C)C (diisobutylaluminium hydride), C([O-])(O)=O.[Na+] (sodium bicarbonate), Cl (hydrogen chloride). Run in O1CCCC1 (tetrahydrofuran). Conditions: temperature 40 celsius, time 6 hour. Yields the product NC1=C(C=O)C=C(C=C1C)N1C=NC(=C1)C (2-amino-3-methyl-5-(4-methylimidazol-1-yl)benzaldehyde). The yield is 38.0%. As a reaction SMILES: [NH2:1][C:2]1[C:7]([C:8]#N)=[CH:6][C:5]([N:10]2[CH:14]=[C:13]([CH3:15])[N:12]=[CH:11]2)=[CH:4][C:3]=1[CH3:16].[H-].C([Al+]CC(C)C)C(C)C.Cl.C(=O)(O)[O-:29].[Na+]>O1CCCC1>[NH2:1][C:2]1[C:3]([CH3:16])=[CH:4][C:5]([N:10]2[CH:14]=[C:13]([CH3:15])[N:12]=[CH:11]2)=[CH:6][C:7]=1[CH:8]=[O:29] |f:1.2,4.5|. Procedure details: To a solution of 2-amino-3-cyano-5-(4-methylimidazol-1-yl)toluene (166 mg) in tetrahydrofuran (2.6 ml) was added 1.5M diisobutylaluminium hydride (1.1 ml) at 0° C. and the mixture was stirred at 40° C. for 6 hours. After the reaction was completed, 10 ml of 3N hydrogen chloride solution was added to the reaction mixture. The whole mixture was stirred for 1 hour. The mixture was bacidified with saturated sodium bicarbonate solution and was extracted with chloroform. The extract was dried with Na2... Starting materials: CN(C)C=O, [Cl-], COc1c(Cl)cc(C(=O)N2CS(=O)(=O)c3ccccc32)cc1C(F)(F)F, Cl, [Li+]. The product is O=C(c1cc(Cl)c(O)c(C(F)(F)F)c1)N1CS(=O)(=O)c2ccccc21. RXN SMILES: [CH3:30][N:31]([CH3:32])[CH:33]=[O:34].[Cl-:28].[Cl:1][c:2]1[cH:3][c:4]([C:5](=[O:6])[N:7]2[CH2:8][S:9](=[O:16])(=[O:17])[c:10]3[c:11]2[cH:12][cH:13][cH:14][cH:15]3)[cH:18][c:19]([C:23]([F:24])([F:25])[F:26])[c:20]1[O:21][CH3:22].[ClH:29].[Li+:27]>>[Cl:1][c:2]1[cH:3][c:4]([C:5](=[O:6])[N:7]2[CH2:8][S:9](=[O:16])(=[O:17])[c:10]3[c:11]2[cH:12][cH:13][cH:14][cH:15]3)[cH:18][c:19]([C:23]([F:24])([F:25])[F:26])[c:20]1[OH:21]. Yields the product CCOC(=O)CCc1ccc(OCc2ccc(CN(CCc3ccccc3)c3nc(-c4ccc(C(F)(F)F)cc4)cs3)cc2)cc1F. As a reaction SMILES: [CH3:52][N:53]([CH3:54])[CH:55]=[O:56].[Cl:27][CH2:28][c:29]1[cH:30][cH:31][c:32]([CH2:33][O:34][c:35]2[cH:36][c:37]([F:48])[c:38]([CH2:41][CH2:42][C:43](=[O:44])[O:45][CH2:46][CH3:47])[cH:39][cH:40]2)[cH:49][cH:50]1.[ClH:51].[H-:25].[Na+:26].[c:1]1([CH2:7][CH2:8][NH:9][c:10]2[s:11][cH:12][c:13](-[c:15]3[cH:16][cH:17][c:18]([C:21]([F:22])([F:23])[F:24])[cH:19][cH:20]3)[n:14]2)[cH:2][cH:3][cH:4][cH:5][cH:6]1>>[c:1]1([CH2:7][CH2:8][N:9]([c:10]2[s:11][cH:12][c:13](-[c:15]3[cH:16][cH:17][c:18]([C:21]([F:22])([F:23])[F:24])[cH:19][cH:20]3)[n:14]2)[CH2:28][c:29]2[cH:30][cH:31][c:32]([CH2:33][O:34][c:35]3[cH:36][c:37]([F:48])[c:38]([CH2:41][CH2:42][C:43](=[O:44])[O:45][CH2:46][CH3:47])[cH:39][cH:40]3)[cH:49][cH:50]2)[cH:2][cH:3][cH:4][cH:5][cH:6]1. Starting materials: CN(C)C=O, CCOC(=O)CCc1ccc(OCc2ccc(CCl)cc2)cc1F, Cl, [H-], [Na+], FC(F)(F)c1ccc(-c2csc(NCCc3ccccc3)n2)cc1.